Task: describe an organic reaction: reactants, conditions, products, and yield. Dataset: the Open Reaction Database (ORD), a public repository of structured organic reaction records Reagents/catalysts: [Pd] (Pd—C). Reactants: [H][H] (hydrogen), N(=[N+]=[N-])C[C@@H](CN1C(C=2C(C1=O)=CC=CC2)=O)O (N-(3-azido-2(R)-hydroxypropyl)phthalimide), Cl (hydrochloric acid). Product: Cl.NC[C@@H](CN1C(C=2C(C1=O)=CC=CC2)=O)O (N-(3-Amino-2(S)-hydroxypropyl)phthalimide hydrochloride), hydrogen chloride salt. Conditions: time 8 hour. Run in CCO (EtOH). As a reaction SMILES: [N:1]([CH2:4][C@H:5]([OH:18])[CH2:6][N:7]1[C:11](=[O:12])[C:10]2=[CH:13][CH:14]=[CH:15][CH:16]=[C:9]2[C:8]1=[O:17])=[N+]=[N-].[ClH:19].[H][H]>[Pd].CCO>[ClH:19].[NH2:1][CH2:4][C@H:5]([OH:18])[CH2:6][N:7]1[C:11](=[O:12])[C:10]2=[CH:13][CH:14]=[CH:15][CH:16]=[C:9]2[C:8]1=[O:17] |f:5.6|. Reported procedure: To EtOH solution (80 ml) of N-(3-azido-2(R)-hydroxypropyl)phthalimide 1.96 g (7.69 mmol), 10% Pd—C (200 mg) and concentrated hydrochloric acid solution 1.4 ml were added sequentially. To the reaction mixture, hydrogen was introduced at 2 kgf/cm2 atm. and then stirring was continued at room temperature overnight. After removal of catalyst by filtration, catalyst was washed with EtOH/DMF (1:1) solution (60 ml) and then combined filtrate was evaporated to dryness. Addition of EtOH to the residue ga... Reactants: CI (methyl iodide), O (Water), C(C)(C)[N-]C(C)C.[Li+] (Lithium diisopropylamide), CC1=CN(C2=NC=CC=C21)S(=O)(=O)C2=CC=CC=C2 (3-methyl-1-(phenylsulfonyl)-1H-pyrrolo[2,3-b]pyridine). Solvent: C1CCOC1 (THF), ClCCl (dichloromethane). Reaction conditions: temperature -78 celsius, time 30 minute. The product is CC1=C(C=2C(=NC=CC2)N1S(=O)(=O)C1=CC=CC=C1)C (2,3-dimethyl-1-(phenylsulfonyl)-1H-pyrrolo[2,3-b]pyridine). Isolated yield 80.9%. As a reaction SMILES: [CH:1]([N-]C(C)C)(C)C.[Li+].[CH3:9][C:10]1[C:18]2[C:13](=[N:14][CH:15]=[CH:16][CH:17]=2)[N:12]([S:19]([C:22]2[CH:27]=[CH:26][CH:25]=[CH:24][CH:23]=2)(=[O:21])=[O:20])[CH:11]=1.CI.O>C1COCC1.ClCCl>[CH3:1][C:11]1[N:12]([S:19]([C:22]2[CH:27]=[CH:26][CH:25]=[CH:24][CH:23]=2)(=[O:20])=[O:21])[C:13]2=[N:14][CH:15]=[CH:16][CH:17]=[C:18]2[C:10]=1[CH3:9] |f:0.1|. Reported procedure: Lithium diisopropylamide (0.88 mL, 1.52 mmol, 1.8M in heptane/THF/ethylbenzene) was added to a solution of 3-methyl-1-(phenylsulfonyl)-1H-pyrrolo[2,3-b]pyridine (0.20 g, 0.734 mmol) in THF (4.0 mL) at −78° C. The slurry was stirred at −78° C. for 30 minutes, and then methyl iodide (0.059 mL, 0.952 mmol) was added. The reaction mixture was allowed to warm up to room temperature and stirred for 2 hours. Water was then added to the mixture followed by dichloromethane. The layers were separated. The...